From a dataset of the Open Reaction Database (ORD), a public repository of structured organic reaction records. describe an organic reaction: reactants, conditions, products, and yield The reactants are CN(C)C=O, C(=NC1CCCCC1)=NC1CCCCC1, Nc1nccs1, CC(C)Cc1nc2c(C(F)(F)F)cccc2c(O)c1C(=O)O. Product: CC(C)Cc1nc2c(C(F)(F)F)cccc2c(O)c1C(=O)Nc1nccs1. Reaction SMILES: [CH3:44][N:45]([CH3:46])[CH:47]=[O:48].[CH:29]1([N:30]=[C:31]=[N:32][CH:33]2[CH2:34][CH2:35][CH2:36][CH2:37][CH2:38]2)[CH2:39][CH2:40][CH2:41][CH2:42][CH2:43]1.[NH2:23][c:24]1[s:25][cH:26][cH:27][n:28]1.[OH:1][c:2]1[c:3]([C:20](=[O:21])[OH:22])[c:4]([CH2:16][CH:17]([CH3:18])[CH3:19])[n:5][c:6]2[c:7]([C:12]([F:13])([F:14])[F:15])[cH:8][cH:9][cH:10][c:11]12>>[OH:1][c:2]1[c:3]([C:20](=[O:21])[NH:23][c:24]2[s:25][cH:26][cH:27][n:28]2)[c:4]([CH2:16][CH:17]([CH3:18])[CH3:19])[n:5][c:6]2[c:7]([C:12]([F:13])([F:14])[F:15])[cH:8][cH:9][cH:10][c:11]12. Starting materials: 2-methoxydiglycolanilide, COC(C(=O)NC1=CC=CC=C1)Cl (2-methoxy-chloroacetanilide), C([O-])([O-])=O.[Na+].[Na+] (sodium carbonate), CN1C(CCC1)=O (N-methylpyrrolidone). Run in O (water). Product: COC(C(=O)NC1=CC=CC=C1)O (2-methoxy-hydroxyacetanilide). Isolated yield 70.0%. Reaction SMILES: [CH3:1][O:2][CH:3](Cl)[C:4]([NH:6][C:7]1[CH:12]=[CH:11][CH:10]=[CH:9][CH:8]=1)=[O:5].C(=O)([O-])[O-:15].[Na+].[Na+].CN1CCCC1=O>O>[CH3:1][O:2][CH:3]([OH:15])[C:4]([NH:6][C:7]1[CH:12]=[CH:11][CH:10]=[CH:9][CH:8]=1)=[O:5] |f:1.2.3|. Procedure: In a 250 ml flask, 10 g (0.05 mol) of 2-methoxy-chloroacetanilide (prepared from chloroacetyl chloride and 2-methoxyaniline) and 6 g (0.55 mol) of sodium carbonate are heated at 100° C. in a solvent mixture of 100 ml of N-methylpyrrolidone and 70 ml of water. A GC check after a reaction time of 6 hours reveals a yield of 70% of 2-methoxy-hydroxyacetanilide and 5.5% of 2-methoxydiglycolanilide.